From a dataset of the Open Reaction Database (ORD), a public repository of structured organic reaction records. describe an organic reaction: reactants, conditions, products, and yield Reactants: CN(C)C=O, Cc1ccc2c(c1)c(=O)c1c(cnn1C)n2CCCl, [N-]=[N+]=[N-], [Na+], O. The product is Cc1ccc2c(c1)c(=O)c1c(cnn1C)n2CCN, Cl. As a reaction SMILES: [CH3:25][N:26]([CH3:27])[CH:28]=[O:29].[Cl:1][CH2:2][CH2:3][n:4]1[c:5]2[c:6]([c:7](=[O:15])[c:8]3[cH:9][c:10]([CH3:14])[cH:11][cH:12][c:13]13)[n:16]([CH3:19])[n:17][cH:18]2.[N-:21]=[N+:22]=[N-:23].[Na+:20].[OH2:24]>>[CH2:2]([CH2:3][n:4]1[c:5]2[c:6]([c:7](=[O:15])[c:8]3[cH:9][c:10]([CH3:14])[cH:11][cH:12][c:13]13)[n:16]([CH3:19])[n:17][cH:18]2)[NH2:21].[ClH:1]. The reactants are O=C([O-])[O-], CCOC(C)=O, [Cs+], [Cs+], O=S(=O)(OCC(F)(F)F)C(F)(F)F, [N-]=[N+]=NC1CCc2c(F)cccc2NC1=O, CN(C)C=O, O. The product is [N-]=[N+]=NC1CCc2c(F)cccc2N(CC(F)(F)F)C1=O. As a reaction SMILES: [C:17](=[O:18])([O-:19])[O-:20].[CH3:42][CH2:43][O:44][C:45]([CH3:46])=[O:47].[Cs+:21].[Cs+:22].[F:23][C:24]([F:25])([F:26])[S:27]([O:28][CH2:29][C:30]([F:31])([F:32])[F:33])(=[O:34])=[O:35].[N:1](=[N+:2]=[N-:3])[CH:4]1[C:5](=[O:16])[NH:6][c:7]2[c:8]([c:11]([F:15])[cH:12][cH:13][cH:14]2)[CH2:9][CH2:10]1.[O:36]=[CH:37][N:38]([CH3:39])[CH3:40].[OH2:41]>>[N:1](=[N+:2]=[N-:3])[CH:4]1[C:5](=[O:16])[N:6]([CH2:29][C:30]([F:31])([F:32])[F:33])[c:7]2[c:8]([c:11]([F:15])[cH:12][cH:13][cH:14]2)[CH2:9][CH2:10]1. Starting materials: C(C)(=O)N1C(CC(C2=CC(=CC=C12)N)(C)C1=CC=CC=C1)(C)C (1-acetyl-6-amino-4-phenyl-1,2,3,4-tetrahydro-2,2,4-trimethylquinoline), S(O)(O)(=O)=O (sulfuric acid), N(=O)[O-].[Na+] (sodium nitrite), [I-].[K+] (potassium iodide). Run in O (water), ClCCl (dichloromethane). Reaction conditions: temperature 0 celsius, time 15 minute. Product: C(C)(=O)N1C(CC(C2=CC(=CC=C12)I)(C)C1=CC=CC=C1)(C)C (1-Acetyl-6-iodo-4-phenyl-1,2,3,4-tetrahydro-2,2,4-trimethylquinoline). As a reaction SMILES: N([O-])=O.[Na+].[C:5]([N:8]1[C:17]2[C:12](=[CH:13][C:14](N)=[CH:15][CH:16]=2)[C:11]([C:20]2[CH:25]=[CH:24][CH:23]=[CH:22][CH:21]=2)([CH3:19])[CH2:10][C:9]1([CH3:27])[CH3:26])(=[O:7])[CH3:6].S(=O)(=O)(O)O.[I-:33].[K+]>O.ClCCl>[C:5]([N:8]1[C:17]2[C:12](=[CH:13][C:14]([I:33])=[CH:15][CH:16]=2)[C:11]([C:20]2[CH:25]=[CH:24][CH:23]=[CH:22][CH:21]=2)([CH3:19])[CH2:10][C:9]1([CH3:27])[CH3:26])(=[O:7])[CH3:6] |f:0.1,4.5|. Reported procedure: A sodium nitrite solution (31 mg) was added dropwise to a cooled (0° C.) solution of 1-acetyl-6-amino-4-phenyl-1,2,3,4-tetrahydro-2,2,4-trimethylquinoline (128 mg) and sulfuric acid (82 mg) in water (2 ml). After stirring at 0° C. for 15 min, a potassium iodide solution (105 mg) was added. After stirring for 18 h, the reaction mixture was poured into dichloromethane. The organic layer was separated and washed with 5% aq. sodium thiosulfate and water, dried (MgSO4) and concentrated in vacuo. Starting materials: C(C1=CC=CC=C1)(=O)C1=C(C=CC(=C1)Cl)NC(=O)NC1=CC=CC=C1 (1-(2-benzoyl-4-chlorophenyl)-3-phenylurea), C(C)O (ethanol). Yields the product ClC=1C=C2C(N(C(NC2=CC1)=O)C1=CC=CC=C1)(C1=CC=CC=C1)OCC (6-chloro-4-ethoxy-3,4-dihydro-3,4-diphenyl-2(1H)-quinazolinone). Isolated yield 88.0%. RXN SMILES: [C:1]([C:9]1[CH:14]=[C:13]([Cl:15])[CH:12]=[CH:11][C:10]=1[NH:16][C:17]([NH:19][C:20]1[CH:25]=[CH:24][CH:23]=[CH:22][CH:21]=1)=[O:18])(=[O:8])[C:2]1[CH:7]=[CH:6][CH:5]=[CH:4][CH:3]=1.[CH2:26](O)[CH3:27]>>[Cl:15][C:13]1[CH:14]=[C:9]2[C:10](=[CH:11][CH:12]=1)[NH:16][C:17](=[O:18])[N:19]([C:20]1[CH:25]=[CH:24][CH:23]=[CH:22][CH:21]=1)[C:1]2([O:8][CH2:26][CH3:27])[C:2]1[CH:3]=[CH:4][CH:5]=[CH:6][CH:7]=1. Reported procedure: A solution of 10.0 g (0.285 mole) of 1-(2-benzoyl-4-chlorophenyl)-3-phenylurea in 50 ml ethanol was refluxed for 18 hr, and then cooled. The solid that formed was collected on a filter and washed with ethanol to give 9.46 g (88%) of 6-chloro-4-ethoxy-3,4-dihydro-3,4-diphenyl-2(1H)-quinazolinone as colorless crystals: mp 209°-211°. The 1H nmr spectrum shows the presence of an ethyl group in addition to aromatic hydrogens. The reactants are COCN1C(=NC=C1)SC1=CC=CC=C1 (1-methoxymethyl-2phenylthioimidazole), C(C(=O)OC)(=O)OC (dimethyl oxalate), [NH4+].[Cl-] (NH4Cl), [Li]CCCC (n-BuLi). Run in C1CCOC1 (THF), C1CCOC1 (THF), CCOCC (Et2O). Run at time 1 hour. Product: crude material, COCN1C(=NC=C1C(C(=O)OC)=O)SC1=CC=CC=C1 (Methyl 2-(1-methoxymethyl-2phenylthioimidazol-5yl)glyoxylate). The yield is 64.2%. As a reaction SMILES: [CH3:1][O:2][CH2:3][N:4]1[CH:8]=[CH:7][N:6]=[C:5]1[S:9][C:10]1[CH:15]=[CH:14][CH:13]=[CH:12][CH:11]=1.[Li]CCCC.[C:21](OC)(=[O:26])[C:22]([O:24][CH3:25])=[O:23].[NH4+].[Cl-]>C1COCC1.CCOCC>[CH3:1][O:2][CH2:3][N:4]1[C:8]([C:21](=[O:26])[C:22]([O:24][CH3:25])=[O:23])=[CH:7][N:6]=[C:5]1[S:9][C:10]1[CH:15]=[CH:14][CH:13]=[CH:12][CH:11]=1 |f:3.4|. Reported procedure: To a cold (−78° C.), stirred solution of 1-methoxymethyl-2phenylthioimidazole (Ohta, S. et al. (1992) Chem. Pharm. Bull. 40:2681) (11) 340 mg, 1.55 mmol) in dry THF (8.0 mL) was added a solution of n-BuLi (1.47 M in hexanes, 1.26 mL, 1.85 mmol) and the mixture was stirred for 1 hour. A solution of dimethyl oxalate (540 mg. 4.58 mmol) in dry THF (2.0 mL) was added and the mixture was stirred at −78° C. for an additional 1.25 hours. The reaction mixture was treated with saturated aqueous NH4Cl (5.... The reactants are C[O-], CO, COC(=O)CN=[N+]=[N-], [Na+], [Na], O, O=Cc1ccc2[nH]ccc2c1. Yields the product COC(=O)C(=Cc1ccc2[nH]ccc2c1)N=[N+]=[N-]. As a reaction SMILES: [CH3:1][O-:2].[CH3:25][OH:26].[N:16](=[N+:17]=[N-:18])[CH2:19][C:20](=[O:21])[O:22][CH3:23].[Na+:3].[Na:4].[OH2:24].[nH:5]1[cH:6][cH:7][c:8]2[cH:9][c:10]([CH:14]=[O:15])[cH:11][cH:12][c:13]12>>[nH:5]1[cH:6][cH:7][c:8]2[cH:9][c:10]([CH:14]=[C:19]([N:16]=[N+:17]=[N-:18])[C:20](=[O:21])[O:22][CH3:23])[cH:11][cH:12][c:13]12. The reactants are C(C)(C)[Mg]Cl (isopropylmagnesium chloride), C(C)(C)(C)OC(=O)N1CCCC2=CC(=CN=C12)C=1C=NC=C(C1)C(C)=O (6-(5-acetyl-pyridin-3-yl)-3,4-dihydro-2H-[1,8]naphthyridine-1-carboxylic acid tert-butyl ester), resultant mixture. Solvent: C1CCOC1 (THF), C1CCOC1 (THF). Reaction conditions: time 16 hour. The product is CC(C(C)(O)C=1C=NC=C(C1)C=1C=NC=2NCCCC2C1)C (3-methyl-2-[5-(5,6,7,8-tetrahydro-[1,8]naphthyridin-3-yl)-pyridin-3-yl]-butan-2-ol). As a reaction SMILES: C(OC([N:8]1[C:17]2[C:12](=[CH:13][C:14]([C:18]3[CH:19]=[N:20][CH:21]=[C:22]([C:24](=[O:26])[CH3:25])[CH:23]=3)=[CH:15][N:16]=2)[CH2:11][CH2:10][CH2:9]1)=O)(C)(C)C.[CH:27]([Mg]Cl)([CH3:29])[CH3:28]>C1COCC1>[CH3:28][CH:27]([CH3:29])[C:24]([C:22]1[CH:21]=[N:20][CH:19]=[C:18]([C:14]2[CH:15]=[N:16][C:17]3[NH:8][CH2:9][CH2:10][CH2:11][C:12]=3[CH:13]=2)[CH:23]=1)([OH:26])[CH3:25]. Procedure details: To a cooled (0° C.) suspension of 6-(5-acetyl-pyridin-3-yl)-3,4-dihydro-2H-[1,8]naphthyridine-1-carboxylic acid tert-butyl ester (125 mg, 0.35 mmol) in THF (2 mL) is added a solution of isopropylmagnesium chloride in THF (1.3M, 816 μL, 1.1 mmol). The resultant mixture is stirred warming to room temperature for 1 h. The reaction is quenched with saturated aqueous ammonium chloride solution and is extracted with EtOAc. The combined organic extracts are washed with water and brine, dried (Na2SO4) a... The reactants are ClC1=NC=CC(=N1)CC(O)C=1SC(=CC1)Cl (2-(2-chloropyrimidin-4-yl)-1-(5-chloro-2-thienyl)ethanol). The solvent is C(C)(C)N (isopropylamine). Reaction conditions: temperature 110 celsius, time 70 minute. Product: ClC1=CC=C(S1)C(CC1=NC(=NC=C1)NC(C)C)=O (1-(5-chloro-2-thienyl)-2-[2-(isopropylamino)pyrimidin-4-yl]ethanone). Isolated yield 196.8%. Reaction SMILES: Cl[C:2]1[N:7]=[C:6]([CH2:8][CH:9]([C:11]2[S:12][C:13]([Cl:16])=[CH:14][CH:15]=2)[OH:10])[CH:5]=[CH:4][N:3]=1>C(N)(C)C>[Cl:16][C:13]1[S:12][C:11]([C:9](=[O:10])[CH2:8][C:6]2[CH:5]=[CH:4][N:3]=[C:2]([NH:7][CH:6]([CH3:8])[CH3:5])[N:7]=2)=[CH:15][CH:14]=1. Procedure details: A mixture of 2-(2-chloropyrimidin-4-yl)-1-(5-chloro-2-thienyl)ethanol (1 eq, 14.6 mmol) in 20 mL of isopropylamine was stirred at 110° C. in the microwave for 70 min. The solvent was evaporated and HCl 1M was added until pH=1. The resulting white precipitate was filtered and dried to afford 4.25 g of 1-(5-chloro-2-thienyl)-2-[2-(isopropylamino)pyrimidin-4-yl]ethanone (98% yield). Reactants: CCCN1CCCCC1CCO, ClCCl, O=S(Cl)Cl. Product: CCCN1CCCCC1CCCl. As a reaction SMILES: [CH2:1]([CH2:2][CH3:3])[N:4]1[CH:5]([CH2:10][CH2:11][OH:12])[CH2:6][CH2:7][CH2:8][CH2:9]1.[Cl:17][CH2:18][Cl:19].[S:13]([Cl:14])([Cl:15])=[O:16]>>[CH2:1]([CH2:2][CH3:3])[N:4]1[CH:5]([CH2:10][CH2:11][Cl:15])[CH2:6][CH2:7][CH2:8][CH2:9]1.